From a dataset of the Open Reaction Database (ORD), a public repository of structured organic reaction records. describe an organic reaction: reactants, conditions, products, and yield Procedure details: According to another form of the invention the method includes the steps of dissolving urea in phosphoric acid to form a solution of a urea phosphoric acid adduct, adding a mixture of potassium salts and ammonium salts and/or urea to the solution while agitating the solution, adding a further quantity of phosphoric acid while the agitation is continued, and allowing the slurry obtained to cool and set to form a solid. In this form of the invention the solution of urea phosphoric acid adduct is a... As a reaction SMILES: [NH2:1][C:2]([NH2:4])=[O:3].[P:5](=[O:9])([OH:8])([OH:7])[OH:6]>>[P:5](=[O:6])([OH:9])([OH:8])[OH:7].[NH2:1][C:2]([NH2:4])=[O:3] |f:2.3|. Product: P(O)(O)(O)=O.NC(=O)N (urea phosphoric acid). Reactants: NC(=O)N (urea), P(O)(O)(O)=O (phosphoric acid).